From a dataset of the Open Reaction Database (ORD), a public repository of structured organic reaction records. describe an organic reaction: reactants, conditions, products, and yield Reaction SMILES: [CH2:1]([O:3][C:4]([C:6]1[CH:11]=[C:10]([Br:12])[C:9](=[O:13])[NH:8][C:7]=1[C:14]([F:17])([F:16])[F:15])=[O:5])[CH3:2].[CH2:18](O)[C:19]([F:22])([F:21])[F:20].C1(P(C2C=CC=CC=2)C2C=CC=CC=2)C=CC=CC=1.N(C(OC(C)C)=O)=NC(OC(C)C)=O>O1CCCC1.CCCCCCC>[CH2:1]([O:3][C:4](=[O:5])[C:6]1[CH:11]=[C:10]([Br:12])[C:9]([O:13][CH2:18][C:19]([F:22])([F:21])[F:20])=[N:8][C:7]=1[C:14]([F:17])([F:15])[F:16])[CH3:2]. The reactants are C(C(F)(F)F)O (trifluoroethanol), C1(=CC=CC=C1)P(C1=CC=CC=C1)C1=CC=CC=C1 (triphenylphosphine), N(=NC(=O)OC(C)C)C(=O)OC(C)C (diisopropyl azodicarboxylate), C(C)OC(=O)C1=C(NC(C(=C1)Br)=O)C(F)(F)F (5-Bromo-1,6-dihydro-6-oxo-2-(trifluoromethyl)-3-pyridinecarboxylic acid ethyl ester). The yield is 87.6%. The solvent is O1CCCC1 (tetrahydrofuran), CCCCCCC (n-heptane). The product is C(C)OC(C1=C(N=C(C(=C1)Br)OCC(F)(F)F)C(F)(F)F)=O (5-Bromo-6-(2,2,2-trifluoro-ethoxy)-2-trifluoromethyl-nicotinic acid ethyl ester). Conditions: temperature 50 celsius, time 18 hour. Reported procedure: 5-Bromo-1,6-dihydro-6-oxo-2-(trifluoromethyl)-3-pyridinecarboxylic acid ethyl ester (111 g, 0.35 mol) was dissolved in tetrahydrofuran (1600 mL). To the solution were added trifluoroethanol (38 mL, 0.53 mol), triphenylphosphine (117 g, 0.42 mol) and diisopropyl azodicarboxylate (89.4 mL, 0.42 mol) at 0° C. The mixture was stirred for 30 min at 0° C., for 1 h at room temperature and for 18 h at 50° C. The mixture was cooled, poured into n-heptane (3.8 L) and extracted with 80% methanol (2×3.8 L).... Reactants: O[C@H](CCN1CCC(CC1)C=1C=C(C=CC1)NC(C(C)C)=O)C1=CC=CC=C1 (N-(3-{1-[(3R)-3-hydroxy-3-phenylpropyl]-4-piperidinyl}phenyl)-2-methylpropanamide), BrC1=CC=C(C=C1)O (4-bromophenol), C1(=CC=CC=C1)P(C1=CC=CC=C1)C1=CC=CC=C1 (triphenylphosphine), N(=NC(=O)OCC)C(=O)OCC (diethyl azodicarboxylate), N (NH3). Solvent: C1CCOC1 (THF), C(Cl)(Cl)Cl (CHCl3). Run at time 3 day. Product: BrC1=CC=C(O[C@@H](CCN2CCC(CC2)C=2C=C(C=CC2)NC(C(C)C)=O)C2=CC=CC=C2)C=C1 (N-(3-{1-[(3S)-3-(4-BROMOPHENOXY)-3-PHENYLPROPYL]-4-PIPERIDINYL}PHENYL)-2-METHYLPROPANAMIDE). The yield is 9.5%. RXN SMILES: [OH:1][C@@H:2]([C:23]1[CH:28]=[CH:27][CH:26]=[CH:25][CH:24]=1)[CH2:3][CH2:4][N:5]1[CH2:10][CH2:9][CH:8]([C:11]2[CH:12]=[C:13]([NH:17][C:18](=[O:22])[CH:19]([CH3:21])[CH3:20])[CH:14]=[CH:15][CH:16]=2)[CH2:7][CH2:6]1.[Br:29][C:30]1[CH:35]=[CH:34][C:33](O)=[CH:32][CH:31]=1.C1(P(C2C=CC=CC=2)C2C=CC=CC=2)C=CC=CC=1.N(C(OCC)=O)=NC(OCC)=O.N>C1COCC1.C(Cl)(Cl)Cl>[Br:29][C:30]1[CH:35]=[CH:34][C:33]([O:1][C@H:2]([C:23]2[CH:24]=[CH:25][CH:26]=[CH:27][CH:28]=2)[CH2:3][CH2:4][N:5]2[CH2:10][CH2:9][CH:8]([C:11]3[CH:12]=[C:13]([NH:17][C:18](=[O:22])[CH:19]([CH3:21])[CH3:20])[CH:14]=[CH:15][CH:16]=3)[CH2:7][CH2:6]2)=[CH:32][CH:31]=1. Reported procedure: A mixture of N-(3-{1-[(3R)-3-hydroxy-3-phenylpropyl]-4-piperidinyl}phenyl)-2-methylpropanamide (5.20 mg, 0.0137 mmol), 4-bromophenol (100 mg), triphenylphosphine (30.0 mg, 0.115 mmol) and diethyl azodicarboxylate (7.42 mg, 0.0426 mmol) in THF (0.50 mL) was stirred at room temperature for 3 days. Chromatography using silica preparative TLC plates [2.5% of NH3 (2.0 M in methanol) in CHCl3] the desired product (0.70 mg, 9.6% yield) as a thick oil: 1H NMR (400 MHz, CDCl3) δ 8.06 (s, 1H), 7.48 (m, 2H...